This data is from the Open Reaction Database (ORD), a public repository of structured organic reaction records. The task is: describe an organic reaction: reactants, conditions, products, and yield Starting materials: FC1=CC2=C(C(=NO2)C2CCN(CC2)CCC(=O)OCC)C=C1 (ethyl 3-[4-(6-fluoro-1,2-benzisoxazol-3-yl)-1-piperidinyl]propionate), C(CC)[Mg]Cl (propylmagnesium chloride), [Cl-] (chloride), C1CCOC1 (THF). Conditions: time 17 hour. Yields the product hydrochloride salt, Cl.FC1=CC2=C(C(=NO2)C2CCN(CC2)CCC(CCC)(CCC)O)C=C1 (6-Fluoro-3-[1-(3-hydroxy-3-propylhexyl)-4-piperidinyl]-1,2-benzisoxazole hydrochloride). Yield: 45.0%. As a reaction SMILES: [F:1][C:2]1[CH:23]=[CH:22][C:5]2[C:6]([CH:9]3[CH2:14][CH2:13][N:12]([CH2:15][CH2:16][C:17]([O:19]CC)=O)[CH2:11][CH2:10]3)=[N:7][O:8][C:4]=2[CH:3]=1.[CH2:24]([Mg][Cl:28])[CH2:25][CH3:26].[Cl-].[CH2:30]1[CH2:34]OC[CH2:31]1>>[ClH:28].[F:1][C:2]1[CH:23]=[CH:22][C:5]2[C:6]([CH:9]3[CH2:10][CH2:11][N:12]([CH2:15][CH2:16][C:17]([OH:19])([CH2:31][CH2:30][CH3:34])[CH2:24][CH2:25][CH3:26])[CH2:13][CH2:14]3)=[N:7][O:8][C:4]=2[CH:3]=1 |f:4.5|. Reported procedure: To a solution of ethyl 3-[4-(6-fluoro-1,2-benzisoxazol-3-yl)-1-piperidinyl]propionate (4.5 g, 14.0 mmoi) in THF (120 ml) was added propylmagnesium chloride (21.1 ml, 42.0 mmol, 2.0M in ethepropylmagnesium chloride (21.1 ml, 42.0 mmol, 2.0M in ether) at room temperature under nitrogen (mild exotherm). The reaction mixture was stirred for 17 hours at which time it was carefully quenched with NH4Cl (sat., 30 ml). The layers were separated and the aqueous phase was extracted with EtOAc (2X). The com...